Dataset: the Open Reaction Database (ORD), a public repository of structured organic reaction records. Task: describe an organic reaction: reactants, conditions, products, and yield Reactants: ClC1=C(C=C(C=C1)C)NC1=C(C=NC=2N1N=CC2S(NCC)(=O)=O)C(=O)OCC (Ethyl 7-(2-chloro-5-methylphenylamino)-3-(N-ethylsulfamoyl)pyrazolo[1,5-a]pyrimidine-6-carboxylate), FC1=CC=C(C=C1)C1CCNCC1 (4-(4-fluorophenyl)piperidine). The product is C(C)NS(=O)(=O)C=1C=NN2C1N=CC(=C2NC2=C(C=CC(=C2)C)Cl)C(=O)N2CCC(CC2)C2=CC=C(C=C2)F (N-ethyl-7-(2-chloro-5-methylphenylamino)-6-[4-(4-fluorophenyl)piperidine-1-carbonyl]pyrazolo[1,5-a]pyrimidine-3-sulfonamide). Yield: 18.2%. As a reaction SMILES: [Cl:1][C:2]1[CH:7]=[CH:6][C:5]([CH3:8])=[CH:4][C:3]=1[NH:9][C:10]1[N:15]2[N:16]=[CH:17][C:18]([S:19](=[O:24])(=[O:23])[NH:20][CH2:21][CH3:22])=[C:14]2[N:13]=[CH:12][C:11]=1[C:25]([O:27]CC)=O.[F:30][C:31]1[CH:36]=[CH:35][C:34]([CH:37]2[CH2:42][CH2:41][NH:40][CH2:39][CH2:38]2)=[CH:33][CH:32]=1>>[CH2:21]([NH:20][S:19]([C:18]1[CH:17]=[N:16][N:15]2[C:10]([NH:9][C:3]3[CH:4]=[C:5]([CH3:8])[CH:6]=[CH:7][C:2]=3[Cl:1])=[C:11]([C:25]([N:40]3[CH2:41][CH2:42][CH:37]([C:34]4[CH:33]=[CH:32][C:31]([F:30])=[CH:36][CH:35]=4)[CH2:38][CH2:39]3)=[O:27])[CH:12]=[N:13][C:14]=12)(=[O:24])=[O:23])[CH3:22]. Procedure: Using ethyl 7-(2-chloro-5-methylphenylamino)-3-(N-ethylsulfamoyl)pyrazolo[1,5-a]pyrimidine-6-carboxylate (0.084 g, 0.205 mmol) obtained in step 1 and 4-(4-fluorophenyl)piperidine (0.030 g, 0.183 mmol) instead of 4-phenylpiperidine, and in the same manner as in Example 1 step 4, the title compound (0.019 g, 16%) was obtained. Starting materials: CCCCCC (hexane), CC(C)C(C(=O)OCC)=CC=C(CCC=C(C)C)C (ethyl 2-(1-methylethyl)-5,9-dimethyl-2,4,8-decatrienate), solution, [H-].C(C(C)C)[Al+]CC(C)C (diisobutylaluminum hydride), O (water). Solvent: C1(=CC=CC=C1)C (toluene). Run at temperature -72 celsius, time 10 minute. Product: CC(C)C(CO)=CC=C(CCC=C(C)C)C (2-(1-methylethyl)-5,9-dimethyl-2,4,8-decatrien-1-ol). Isolated yield 84.4%. As a reaction SMILES: [CH3:1][CH:2]([C:4](=[CH:10][CH:11]=[C:12]([CH3:19])[CH2:13][CH2:14][CH:15]=[C:16]([CH3:18])[CH3:17])[C:5](OCC)=[O:6])[CH3:3].[H-].C([Al+]CC(C)C)C(C)C.CCCCCC.O>C1(C)C=CC=CC=1>[CH3:3][CH:2]([C:4](=[CH:10][CH:11]=[C:12]([CH3:19])[CH2:13][CH2:14][CH:15]=[C:16]([CH3:17])[CH3:18])[CH2:5][OH:6])[CH3:1] |f:1.2|. Reported procedure: To a solution of ethyl 2-(1-methylethyl)-5,9-dimethyl-2,4,8-decatrienate (280 mg, 1.14 mmol) in toluene (5 ml) chilled at -72° C. under argon atmosphere was dropwise added 0.92M solution of diisobutylaluminum hydride in hexane (3.72 ml, 3.42 mmol). After stirring at -72° C. for 10 minutes, the reaction mixture was mixed with water (1.5 ml) for stopping the reaction. The reaction mixture was vigorously stirred at room temperature for 1 hour, and precipitates were filtered off. The filtrate was co... The reactants are N (ammonia), C(Cl)(Cl)(Cl)Cl (carbon tetrachloride), CC(=O)OCC1=C(N2[C@@H]([C@@H](C2=O)N)SC1)C(=O)O (7-ACA), [B] (boron). The solvent is CO (methanol), O (water). Run at temperature 60 celsius. Yields the product desired product, NC1[C@@H]2N(C(=C(CS2)COC)C(=O)O)C1=O (7-amino-3-methoxymethyl-3-cephem-4-carboxylic acid). As a reaction SMILES: C(Cl)(Cl)(Cl)Cl.C[C:7]([O:9][CH2:10][C:11]1[CH2:20][S:19][C@@H:14]2[C@H:15]([NH2:18])[C:16](=[O:17])[N:13]2[C:12]=1[C:21]([OH:23])=[O:22])=O.[B].N>O.CO>[NH2:18][CH:15]1[C:16](=[O:17])[N:13]2[C:12]([C:21]([OH:23])=[O:22])=[C:11]([CH2:10][O:9][CH3:7])[CH2:20][S:19][C@H:14]12. Procedure details: To 10 ml of carbon tetrachloride were added 2.72 g of 7-ACA, 4.3 g of a boron trifluoridediethylether complex, and 3.5 g of methanol. The mixture was heated at 60° C. for 35 min to advance a reaction. After completion of the reaction, the reaction mixture was cooled to 5° C. To the reaction mixture was added 20 ml of cold water. Then, the mixture was adjusted to pH 7.5 with 28% aqueous ammonia at a temperature of 5° C. The resulting precipitate was filtered off, and then washed with water. The f... Reactants: O=c1[nH]ncc(OCC2CCCC2)c1Cl, [H][H], [Na+], [OH-], O. Product: O=c1cc(OCC2CCCC2)cn[nH]1. As a reaction SMILES: [Cl:1][c:2]1[c:3](=[O:15])[nH:4][n:5][cH:6][c:7]1[O:8][CH2:9][CH:10]1[CH2:11][CH2:12][CH2:13][CH2:14]1.[H:18][H:19].[Na+:17].[OH-:16].[OH2:20]>>[cH:2]1[c:3](=[O:15])[nH:4][n:5][cH:6][c:7]1[O:8][CH2:9][CH:10]1[CH2:11][CH2:12][CH2:13][CH2:14]1. Reactants: [Li+].[Cl-] (LiCl), II (I2), C1=NC=CC2=CC=CC=C12 (Isoquinoline). Run in C1CCOC1 (THF), C1CCOC1 (THF). Run at time 2 hour. The product is IC1=NC=CC2=CC=CC=C12 (1-iodoisoquinoline). Yield: 96.0%. As a reaction SMILES: [Li+].[Cl-].[CH:3]1[C:12]2[C:7](=[CH:8][CH:9]=[CH:10][CH:11]=2)[CH:6]=[CH:5][N:4]=1.[I:13]I>C1COCC1>[I:13][C:3]1[C:12]2[C:7](=[CH:8][CH:9]=[CH:10][CH:11]=2)[CH:6]=[CH:5][N:4]=1 |f:0.1|. Reported procedure: A dry and argon flushed 10 mL flask, equipped with a magnetic stirrer and a septum, was charged with TMPMgCl LiCl (5 mL, 1.2 M in THF, 6.0 mmol). Isoquinoline (703 mg, 5.45 mmol) in THF (5 ml) was added dropwise at room temperature. During addition, the reaction mixture became red and the metalation was complete after 2 h (as checked by GC analysis of reaction aliquots quenched with a solution of I2 in THF, the conversion was more than 98%). A solution of I2 in THF (6 ml, 1 M in THF, 6.0 mmol) w... The reactants are ClC=1C=C2C(NC(C2=CC1)=O)(C)C (5-chloro-3,3-dimethyl-2,3-dihydro-isoindol-1-one), BrC=1C=C(C=NC1)C1CN(CC1)C(C)=O (1-[3-(5-bromo-pyridin-3-yl)-pyrrolidin-1-yl]-ethanone), [C@H]1([C@H](CCCC1)N)N ((1S,2S)-cyclohexane-1,2-diamine), C(=O)([O-])[O-].[Cs+].[Cs+] (Cs2CO3). Reagents/catalysts: [Cu]I (CuI). The solvent is O1CCOCC1 (dioxane), O (H2O). The product is C(C)(=O)N1CC(CC1)C=1C=C(C=NC1)N1C(C2=CC=C(C=C2C1(C)C)Cl)=O (2-[5-(1-Acetyl-pyrrolidin-3-yl)-pyridin-3-yl]-5-chloro-3,3-dimethyl-2,3-dihydro-isoindol-1-one). Isolated yield 10.0%. Reaction SMILES: [Cl:1][C:2]1[CH:3]=[C:4]2[C:8](=[CH:9][CH:10]=1)[C:7](=[O:11])[NH:6][C:5]2([CH3:13])[CH3:12].Br[C:15]1[CH:16]=[C:17]([CH:21]2[CH2:25][CH2:24][N:23]([C:26](=[O:28])[CH3:27])[CH2:22]2)[CH:18]=[N:19][CH:20]=1.[C@H]1(N)CCCC[C@@H]1N.C([O-])([O-])=O.[Cs+].[Cs+]>O1CCOCC1.[Cu]I.O>[C:26]([N:23]1[CH2:24][CH2:25][CH:21]([C:17]2[CH:16]=[C:15]([N:6]3[C:5]([CH3:13])([CH3:12])[C:4]4[C:8](=[CH:9][CH:10]=[C:2]([Cl:1])[CH:3]=4)[C:7]3=[O:11])[CH:20]=[N:19][CH:18]=2)[CH2:22]1)(=[O:28])[CH3:27] |f:3.4.5|. Procedure: A mixture of 5-chloro-3,3-dimethyl-2,3-dihydro-isoindol-1-one (intermediate A-12, 160 mg, 0.82 mmol), 1-[3-(5-bromo-pyridin-3-yl)-pyrrolidin-1-yl]-ethanone (160 mg, 0.6 mmol), CuI (34 mg, 0.8 mmol), (1S,2S)-cyclohexane-1,2-diamine (41 mg, 0.36 mmol) and Cs2CO3 (390 mg, 1.2 mmol) were dissolved in dioxane (5 mL). The reaction mixture was subjected to microwave reaction at 150° C. for 2.5 hours before it was poured into H2O (50 mL) and extracted with EtOAc (25 mL×2). The combined organic layers we...